Dataset: the Open Reaction Database (ORD), a public repository of structured organic reaction records. Task: describe an organic reaction: reactants, conditions, products, and yield Reactants: OC1=CC=C(C=C1)CCC(=O)O (3-(4-hydroxyphenyl)propionic acid), Cl.C(C)OC(CN)=O (glycine ethyl ester hydrochloride). Yields the product C(C)OC(CNC(CCC1=CC=C(C=C1)O)=O)=O (2-[3-(4-hydroxyphenyl)propionylamino]acetic acid ethyl ester). Yield: 92.9%. As a reaction SMILES: [OH:1][C:2]1[CH:7]=[CH:6][C:5]([CH2:8][CH2:9][C:10]([OH:12])=O)=[CH:4][CH:3]=1.Cl.[CH2:14]([O:16][C:17](=[O:20])[CH2:18][NH2:19])[CH3:15]>>[CH2:14]([O:16][C:17](=[O:20])[CH2:18][NH:19][C:10](=[O:12])[CH2:9][CH2:8][C:5]1[CH:4]=[CH:3][C:2]([OH:1])=[CH:7][CH:6]=1)[CH3:15] |f:1.2|. Procedure: Following the same procedure of Example 4 except that 3-(4-hydroxyphenyl)propionic acid (1.0 g, 6.0 mmol) and glycine ethyl ester hydrochloride (0.94 g, 6.7 mmol) were used, 1.4 g of the title compound was obtained. The compound was finally purified by silica gel column chromatography (column size: 25 mm×150 mm, silica gel 70-230 mesh, eluent: hexane/EtOAc (1/1)). The results of analyses of the compound are as follows: Reactants: COC(=O)C1=C(C)NC2=C(C(=O)CN(Cc3ccccc3)C2)C1c1c(F)c(F)c(F)c(F)c1F, CO, Cl, [H][H], O. The product is COC(=O)C1=C(C)NC2=C(C(=O)CNC2)C1c1c(F)c(F)c(F)c(F)c1F, Cl. Reaction SMILES: [CH3:2][O:3][C:4](=[O:5])[C:6]1=[C:7]([CH3:35])[NH:8][C:9]2=[C:14]([C:13](=[O:27])[CH2:12][N:11]([CH2:28][c:29]3[cH:30][cH:31][cH:32][cH:33][cH:34]3)[CH2:10]2)[CH:15]1[c:16]1[c:17]([F:26])[c:18]([F:25])[c:19]([F:24])[c:20]([F:23])[c:21]1[F:22].[CH3:36][OH:37].[ClH:1].[H:38][H:39].[OH2:40]>>[CH3:2][O:3][C:4](=[O:5])[C:6]1=[C:7]([CH3:35])[NH:8][C:9]2=[C:14]([C:13](=[O:27])[CH2:12][NH:11][CH2:10]2)[CH:15]1[c:16]1[c:17]([F:26])[c:18]([F:25])[c:19]([F:24])[c:20]([F:23])[c:21]1[F:22].[ClH:1]. The reactants are CN1CC(=O)N=C1N (creatinine), COC1=CC=C(C=C1)N=C=O (p-methoxyphenylisocyanate), ice water. Solvent: CN(C)C=O (DMF). Run at time 8 hour. Product: CN1C(NC(C1)=O)=NC(=O)NC1=CC=C(C=C1)OC (1-(1-Methyl-4-oxo-2-imidazolidinylidene)-3-p-methoxyphenyl urea). RXN SMILES: [CH3:1][N:2]1[C:7]([NH2:8])=[N:6][C:4](=[O:5])[CH2:3]1.[CH3:9][O:10][C:11]1[CH:16]=[CH:15][C:14]([N:17]=[C:18]=[O:19])=[CH:13][CH:12]=1>CN(C=O)C>[CH3:1][N:2]1[CH2:3][C:4](=[O:5])[NH:6][C:7]1=[N:8][C:18]([NH:17][C:14]1[CH:15]=[CH:16][C:11]([O:10][CH3:9])=[CH:12][CH:13]=1)=[O:19]. Reported procedure: To a stirring suspension of creatinine (11.88 g, 0.105 mole) in 100 ml dry DMF, p-methoxyphenylisocyanate (14.91 g, 0.100 mole) is added dropwise over a period of about 15 minutes with cooling. After stirring for 8 hours, the mixture is poured into about 500 ml of ice water to yield white crystals of product which are filtered off, washed with water and purified by recrystallization (twice) from tetrahydrofuran-methanol. The crystalline product is reduced to finer size by adding a solution of th... Starting materials: CC(=O)Cl, ClCCl, Cl, CCC(N)C1CCC2(CC1)OCCO2. Product: CCC(NC(C)=O)C1CCC2(CC1)OCCO2. As a reaction SMILES: [CH3:16][C:17]([Cl:18])=[O:19].[Cl:20][CH2:21][Cl:22].[ClH:1].[O:2]1[CH2:3][CH2:4][O:5][C:6]12[CH2:7][CH2:8][CH:9]([CH:12]([CH2:13][CH3:14])[NH2:15])[CH2:10][CH2:11]2>>[O:2]1[CH2:3][CH2:4][O:5][C:6]12[CH2:7][CH2:8][CH:9]([CH:12]([CH2:13][CH3:14])[NH:15][C:17]([CH3:16])=[O:19])[CH2:10][CH2:11]2. The solvent is O (water). Starting materials: C(C)OC(=O)C1=CC=C(COC=2C(=NC=CC2)CC=2NC=CN2)C=C1 (3-(4-Ethoxycarbonylbenzyloxy)-2-(1-imidazolylmethyl)pyridine), [OH-].[Na+] (sodium hydroxide), Cl (hydrochloric acid). Reaction SMILES: C([O:3][C:4]([C:6]1[CH:25]=[CH:24][C:9]([CH2:10][O:11][C:12]2[C:13]([CH2:18][C:19]3[NH:20][CH:21]=[CH:22][N:23]=3)=[N:14][CH:15]=[CH:16][CH:17]=2)=[CH:8][CH:7]=1)=[O:5])C.[OH-].[Na+].Cl>O>[C:4]([C:6]1[CH:7]=[CH:8][C:9]([CH2:10][O:11][C:12]2[C:13]([CH2:18][C:19]3[NH:23][CH:22]=[CH:21][N:20]=3)=[N:14][CH:15]=[CH:16][CH:17]=2)=[CH:24][CH:25]=1)([OH:5])=[O:3] |f:1.2|. The yield is 67.9%. Reported procedure: 3-(4-Ethoxycarbonylbenzyloxy)-2-(1-imidazolylmethyl)pyridine (4.50 g) was heated in a solution of sodium hydroxide (0.70 g) in water (125 ml) for 100° C. for 2 hours. The solution was cooled and neutralized by the addition of 2 N hydrochloric acid. The solid product was collected by filtration and recrystallized from ethanol to give 3-(4-carboxybenzyloxy)-2-(1-imidazolylmethyl)pyridine (2.80 g), m.p. 210°-211° C. Found: C, 66.06; H, 4.74; N, 13.42. C17H15N3O3 requires: C, 66.01; H, 4.89; N, 13.5... The product is C(=O)(O)C1=CC=C(COC=2C(=NC=CC2)CC=2NC=CN2)C=C1 (3-(4-carboxybenzyloxy)-2-(1-imidazolylmethyl)pyridine). The reactants are CC(C)(C)OC(=O)N1C(CNc2ccccc2)COC1(C)C, [BH3-]C#N, C=O, CO, [Cl-], [Cl-], [Na+], [Zn+2]. Yields the product CN(CC1COC(C)(C)N1C(=O)OC(C)(C)C)c1ccccc1. As a reaction SMILES: [C:1]([CH3:2])([CH3:3])([CH3:4])[O:5][C:6](=[O:7])[N:8]1[C:9]([CH3:21])([CH3:22])[O:10][CH2:11][CH:12]1[CH2:13][NH:14][c:15]1[cH:16][cH:17][cH:18][cH:19][cH:20]1.[C:25]([BH3-:26])#[N:27].[CH2:23]=[O:24].[CH3:29][OH:30].[Cl-:31].[Cl-:33].[Na+:28].[Zn+2:32]>>[C:1]([CH3:2])([CH3:3])([CH3:4])[O:5][C:6](=[O:7])[N:8]1[C:9]([CH3:21])([CH3:22])[O:10][CH2:11][CH:12]1[CH2:13][N:14]([c:15]1[cH:16][cH:17][cH:18][cH:19][cH:20]1)[CH3:25].